From a dataset of the Open Reaction Database (ORD), a public repository of structured organic reaction records. describe an organic reaction: reactants, conditions, products, and yield Solvent: C1CCOC1 (THF). Procedure: To a solution of 5-((3,5-bis(trifluoromethyl)benzyloxy)methyl)-5-phenylazocan-2-one (16 mg) in THF (0.10 mL) at room temperature was added borane-THF complex (1.50 M solution in THF, 93 μL) and the resulting solution was heated at 65° C. in a sealed vial for 3 h. The solution was cooled to room temperature, and methanol (0.10 mL) was added slowly followed by 1N hydrochloric acid (0.10 mL), and the reaction mixture was heated at 65° C. for 2 h. The solvents were removed in vacuo, dichloromethane ... Reaction conditions: temperature 65 celsius. Starting materials: FC(C=1C=C(COCC2(CCC(NCCC2)=O)C2=CC=CC=C2)C=C(C1)C(F)(F)F)(F)F (5-((3,5-bis(trifluoromethyl)benzyloxy)methyl)-5-phenylazocan-2-one), B.C1CCOC1 (borane THF), Cl (hydrochloric acid), CO (methanol). The product is FC(C=1C=C(COCC2(CCCNCCC2)C2=CC=CC=C2)C=C(C1)C(F)(F)F)(F)F (5-((3,5-bis(trifluoromethyl)benzyloxy)methyl)-5-phenylazocane). As a reaction SMILES: [F:1][C:2]([F:32])([F:31])[C:3]1[CH:4]=[C:5]([CH:24]=[C:25]([C:27]([F:30])([F:29])[F:28])[CH:26]=1)[CH2:6][O:7][CH2:8][C:9]1([C:18]2[CH:23]=[CH:22][CH:21]=[CH:20][CH:19]=2)[CH2:16][CH2:15][CH2:14][NH:13][C:12](=O)[CH2:11][CH2:10]1.B.C1COCC1.CO.Cl>C1COCC1>[F:31][C:2]([F:1])([F:32])[C:3]1[CH:4]=[C:5]([CH:24]=[C:25]([C:27]([F:30])([F:29])[F:28])[CH:26]=1)[CH2:6][O:7][CH2:8][C:9]1([C:18]2[CH:23]=[CH:22][CH:21]=[CH:20][CH:19]=2)[CH2:10][CH2:11][CH2:12][NH:13][CH2:14][CH2:15][CH2:16]1 |f:1.2|.